From a dataset of the Open Reaction Database (ORD), a public repository of structured organic reaction records. describe an organic reaction: reactants, conditions, products, and yield The reactants are [Al+3], CC1(C=O)CC=C(c2ccc(OCc3ccccc3)cc2)CC1, C1CCOC1, [H-], [H-], [H-], [H-], [Li+]. Yields the product CC1(CO)CC=C(c2ccc(OCc3ccccc3)cc2)CC1. RXN SMILES: [Al+3:25].[CH2:1]([c:2]1[cH:3][cH:4][cH:5][cH:6][cH:7]1)[O:8][c:9]1[cH:10][cH:11][c:12]([C:15]2=[CH:16][CH2:17][C:18]([CH:21]=[O:22])([CH3:23])[CH2:19][CH2:20]2)[cH:13][cH:14]1.[CH2:30]1[O:31][CH2:32][CH2:33][CH2:34]1.[H-:24].[H-:27].[H-:28].[H-:29].[Li+:26]>>[CH2:1]([c:2]1[cH:3][cH:4][cH:5][cH:6][cH:7]1)[O:8][c:9]1[cH:10][cH:11][c:12]([C:15]2=[CH:16][CH2:17][C:18]([CH2:21][OH:22])([CH3:23])[CH2:19][CH2:20]2)[cH:13][cH:14]1. Starting materials: CC(=O)O, O=C1OC(=O)C(c2ccccc2)=C1Cl, NCc1cccnc1. Yields the product O=C1C(Cl)=C(c2ccccc2)C(=O)N1Cc1cccnc1. RXN SMILES: [CH3:23][C:24](=[O:25])[OH:26].[Cl:1][C:2]1=[C:6]([c:7]2[cH:8][cH:9][cH:10][cH:11][cH:12]2)[C:5](=[O:13])[O:4][C:3]1=[O:14].[NH2:15][CH2:16][c:17]1[cH:18][n:19][cH:20][cH:21][cH:22]1>>[Cl:1][C:2]1=[C:6]([c:7]2[cH:8][cH:9][cH:10][cH:11][cH:12]2)[C:5](=[O:13])[N:15]([CH2:16][c:17]2[cH:18][n:19][cH:20][cH:21][cH:22]2)[C:3]1=[O:14].